Dataset: the Open Reaction Database (ORD), a public repository of structured organic reaction records. Task: describe an organic reaction: reactants, conditions, products, and yield The reactants are C(CC(=O)C)(=O)OCC (ethyl acetoacetate), C(C)NCC (diethylamine). The product is C(C)N(C(CC(C)=O)=O)CC (N,N Diethyl-3-oxobutyramide). Isolated yield 65.7%. Reaction SMILES: [C:1]([O:7]CC)(=O)[CH2:2][C:3]([CH3:5])=[O:4].[CH2:10]([NH:12][CH2:13][CH3:14])[CH3:11]>>[CH2:10]([N:12]([CH2:13][CH3:14])[C:1](=[O:7])[CH2:2][C:3](=[O:4])[CH3:5])[CH3:11]. Reported procedure: 40 g (0.31 mol) of ethyl acetoacetate and 24 g (0.33 mol) of diethylamine were stirred in a Parr apparatus at 150° C. for 10'. The crude mixture was distilled at 115°-120° C./9 mmHg, to give 32 g of the title compound. Starting materials: CC(=O)NCC(=O)O, CN(C(=O)c1cc(C(F)(F)F)cc(C(F)(F)F)c1)C1CNCC1c1ccc(Cl)c(Cl)c1, Cl. Product: CC(=O)NCC(=O)N1CC(c2ccc(Cl)c(Cl)c2)C(N(C)C(=O)c2cc(C(F)(F)F)cc(C(F)(F)F)c2)C1. As a reaction SMILES: [C:33]([CH3:34])(=[O:35])[NH:36][CH2:37][C:38](=[O:39])[OH:40].[Cl:2][c:3]1[cH:4][c:5]([CH:10]2[CH:11]([N:15]([C:16]([c:17]3[cH:18][c:19]([C:27]([F:28])([F:29])[F:30])[cH:20][c:21]([C:23]([F:24])([F:25])[F:26])[cH:22]3)=[O:31])[CH3:32])[CH2:12][NH:13][CH2:14]2)[cH:6][cH:7][c:8]1[Cl:9].[ClH:1]>>[Cl:2][c:3]1[cH:4][c:5]([CH:10]2[CH:11]([N:15]([C:16]([c:17]3[cH:18][c:19]([C:27]([F:28])([F:29])[F:30])[cH:20][c:21]([C:23]([F:24])([F:25])[F:26])[cH:22]3)=[O:31])[CH3:32])[CH2:12][N:13]([C:38]([CH2:37][NH:36][C:33]([CH3:34])=[O:35])=[O:39])[CH2:14]2)[cH:6][cH:7][c:8]1[Cl:9]. Reaction conditions: time 8 hour. Reported procedure: To a stirred, ice-cold solution of 6.97 g. of 2,2-dimethyl-4-(4-hydroxybutyl)-1,3-dioxolane [Chem. Abstr., 67, 32617f (1967)] in 40 ml. of pyridine is added 9.2 g. of p-toluenesulfonyl chloride. The mixture is kept at 0°-5° C. overnight, diluted with ice water, and extracted with ether. The extract is washed successively with water, sodium bicarbonate, water, and brine. The extract is dried over magnesium sulfate and concentrated to give a syrup; pmr (CDCl3) δ 2.50 (singlet). The solvent is N1=CC=CC=C1 (pyridine), ice water. Reaction SMILES: [CH3:1][C:2]1([CH3:12])[O:6][CH:5]([CH2:7][CH2:8][CH2:9][CH2:10][OH:11])[CH2:4][O:3]1.[C:13]1([CH3:23])[CH:18]=[CH:17][C:16]([S:19](Cl)(=[O:21])=[O:20])=[CH:15][CH:14]=1>N1C=CC=CC=1>[CH3:1][C:2]1([CH3:12])[O:6][CH:5]([CH2:7][CH2:8][CH2:9][CH2:10][O:11][S:19]([C:16]2[CH:17]=[CH:18][C:13]([CH3:23])=[CH:14][CH:15]=2)(=[O:21])=[O:20])[CH2:4][O:3]1. Product: CC1(OCC(O1)CCCCOS(=O)(=O)C1=CC=C(C=C1)C)C (2,2-Dimethyl-4-(4-p-toluenesulfonyloxybutyl)-1,3-dioxolane). Reactants: CC1(OCC(O1)CCCCO)C (2,2-dimethyl-4-(4-hydroxybutyl)-1,3-dioxolane), C1(=CC=C(C=C1)S(=O)(=O)Cl)C (p-toluenesulfonyl chloride).